From a dataset of the Open Reaction Database (ORD), a public repository of structured organic reaction records. describe an organic reaction: reactants, conditions, products, and yield Reactants: CCO, NN, CCOC(=O)c1nc2ccccc2s1. Yields the product NNC(=O)c1nc2ccccc2s1. As a reaction SMILES: [CH3:17][CH2:18][OH:19].[NH2:15][NH2:16].[s:1]1[c:2]([C:10]([O:12][CH2:11][CH3:13])=[O:14])[n:3][c:4]2[c:5]1[cH:6][cH:7][cH:8][cH:9]2>>[s:1]1[c:2]([C:10](=[O:12])[NH:15][NH2:16])[n:3][c:4]2[c:5]1[cH:6][cH:7][cH:8][cH:9]2. The reactants are CC=1C(=NC=C(C1)C)CN(C(C)C1=NC=CC=C1)C1CCNCC1 ((3,5-Dimethyl-pyridin-2-ylmethyl)-piperidin-4-yl-(1-pyridin-2-yl-ethyl)-amine), O(C1=CC=CC=C1)C(=O)NO (N-(phenoxycarbonyl)hydroxylamine), resultant solution. Solvent: C1CCOC1 (THF). Yields the product ONC(=O)N1CCC(CC1)N(C(C)C1=NC=CC=C1)CC1=NC=C(C=C1C)C (4-[(3,5-Dimethyl-pyridin-2-ylmethyl)-(1-pyridin-2-yl-ethyl)-amino]-piperidine-1-carboxylic acid hydroxyamide). Isolated yield 38.0%. Reaction SMILES: [CH3:1][C:2]1[C:3]([CH2:9][N:10]([CH:19]2[CH2:24][CH2:23][NH:22][CH2:21][CH2:20]2)[CH:11]([C:13]2[CH:18]=[CH:17][CH:16]=[CH:15][N:14]=2)[CH3:12])=[N:4][CH:5]=[C:6]([CH3:8])[CH:7]=1.[O:25]([C:32]([NH:34][OH:35])=O)C1C=CC=CC=1>C1COCC1>[OH:35][NH:34][C:32]([N:22]1[CH2:21][CH2:20][CH:19]([N:10]([CH2:9][C:3]2[C:2]([CH3:1])=[CH:7][C:6]([CH3:8])=[CH:5][N:4]=2)[CH:11]([C:13]2[CH:18]=[CH:17][CH:16]=[CH:15][N:14]=2)[CH3:12])[CH2:24][CH2:23]1)=[O:25]. Procedure details: To a solution of (3,5-Dimethyl-pyridin-2-ylmethyl)-piperidin-4-yl-(1-pyridin-2-yl-ethyl)-amine (0.124 g, 0.38 mmol) in dry THF (4 mL) was added N-(phenoxycarbonyl)hydroxylamine (Stewart, A. O. et al. J. Org. Chem. 1992, 57, 5020-5023) (0.116 g, 0.76 mmol) and the resultant solution was stirred at 60° C. overnight. The mixture was cooled to room temperature and concentrated. Purification of the crude material by radial chromatography on silica gel (1 mm plate, 15:1:1 CH2Cl2-MeOH—NH4OH) provided 5... RXN SMILES: [CH2:1]([C:3]1[N:13]([CH2:14][C:15]2[CH:20]=[CH:19][C:18]([NH:21][CH2:22][CH:23]3[CH2:28][CH2:27][NH:26][CH2:25][CH2:24]3)=[CH:17][CH:16]=2)[C:6]2=[N:7][C:8]([CH3:12])=[CH:9][C:10]([CH3:11])=[C:5]2[N:4]=1)[CH3:2].C(O)(=O)C.[O:33]1[CH2:38][CH2:37][C:36](=O)[CH2:35][CH2:34]1.C(O[BH-](OC(=O)C)OC(=O)C)(=O)C.[Na+].[OH-].[Na+]>ClC(Cl)C>[CH2:1]([C:3]1[N:13]([CH2:14][C:15]2[CH:20]=[CH:19][C:18]([NH:21][CH2:22][CH:23]3[CH2:28][CH2:27][N:26]([CH:36]4[CH2:37][CH2:38][O:33][CH2:34][CH2:35]4)[CH2:25][CH2:24]3)=[CH:17][CH:16]=2)[C:6]2=[N:7][C:8]([CH3:12])=[CH:9][C:10]([CH3:11])=[C:5]2[N:4]=1)[CH3:2] |f:3.4,5.6|. The solvent is ClC(C)Cl (dichloroethane). Reported procedure: A solution of Compound 143 (0.166 g, 0.44 mmol) in dichloroethane was added with acetic acid (0.176 mL, 3.08 mmol) and tetrahydro-4-pyranone (0.224 mL, 2.42 mmol) followed by stirring for 20 minutes. The mixture was added with sodium triacetoxyborohydride (0.345 g, 1.63 mmol) followed by stirring at room temperature overnight. The reaction mixture was added with a 2 mol/L aqueous sodium hydroxide solution and extracted with chloroform three times. The organic layer was dried over anhydrous magne... Reaction conditions: time 20 minute. Product: C(C)C1=NC=2C(=NC(=CC2C)C)N1CC1=CC=C(C=C1)NCC1CCN(CC1)C1CCOCC1 (4-[4-(2-Ethyl-5,7-dimethyl-3H-imidazo[4,5-b]pyridin-3-ylmethyl)phenylamino]methyl-1-(4-tetrahydropyranyl)piperidine). Yield: 21.1%. Reactants: C(C)C1=NC=2C(=NC(=CC2C)C)N1CC1=CC=C(C=C1)NCC1CCNCC1 (4-[4-(2-Ethyl-5,7-dimethyl-3H-imidazo[4,5-b]pyridin-3-ylmethyl)phenylamino]methylpiperidine), C(C)(=O)O (acetic acid), O1CCC(CC1)=O (tetrahydro-4-pyranone), C(C)(=O)O[BH-](OC(C)=O)OC(C)=O.[Na+] (sodium triacetoxyborohydride), [OH-].[Na+] (sodium hydroxide). The reactants are CCOC(=O)c1ccc2cc(Br)ccc2c1, CC1(C)CCC(C)(C)c2cc(Br)ccc21, C1CCOC1, CI, CCOCC, CCCCCC, CCCCCC, Cl, O. Product: CCOC(=O)c1ccc2cc(-c3ccc4c(c3)C(C)(C)CCC4(C)C)ccc2c1. Reaction SMILES: [Br:18][c:19]1[cH:20][c:21]2[cH:22][cH:23][c:24]([C:29](=[O:30])[O:31][CH2:32][CH3:33])[cH:25][c:26]2[cH:27][cH:28]1.[Br:1][c:2]1[cH:3][c:4]2[c:9]([cH:10][cH:11]1)[C:8]([CH3:12])([CH3:13])[CH2:7][CH2:6][C:5]2([CH3:14])[CH3:15].[CH2:40]1[O:41][CH2:42][CH2:43][CH2:44]1.[CH3:16][I:17].[CH3:35][CH2:36][O:37][CH2:38][CH3:39].[CH3:45][CH2:46][CH2:47][CH2:48][CH2:49][CH3:50].[CH3:52][CH2:53][CH2:54][CH2:55][CH2:56][CH3:57].[ClH:34].[OH2:51]>>[c:2]1(-[c:19]2[cH:20][c:21]3[cH:22][cH:23][c:24]([C:29](=[O:30])[O:31][CH2:32][CH3:33])[cH:25][c:26]3[cH:27][cH:28]2)[cH:3][c:4]2[c:9]([cH:10][cH:11]1)[C:8]([CH3:12])([CH3:13])[CH2:7][CH2:6][C:5]2([CH3:14])[CH3:15].